Dataset: the Open Reaction Database (ORD), a public repository of structured organic reaction records. Task: describe an organic reaction: reactants, conditions, products, and yield The reactants are [BH4-], CCOC(=O)c1cc(C2CC2)c2c(C)c(-c3ccc(C(C)=O)cc3)ccn2c1=O, CCO, [Na+], O. Product: CCOC(=O)c1cc(C2CC2)c2c(C)c(-c3ccc(C(C)O)cc3)ccn2c1=O. Reaction SMILES: [BH4-:30].[C:1]([CH3:2])(=[O:3])[c:4]1[cH:5][cH:6][c:7](-[c:10]2[cH:11][cH:12][n:13]3[c:14](=[O:29])[c:15]([C:24](=[O:25])[O:26][CH2:27][CH3:28])[cH:16][c:17]([CH:21]4[CH2:22][CH2:23]4)[c:18]3[c:19]2[CH3:20])[cH:8][cH:9]1.[CH3:33][CH2:34][OH:35].[Na+:31].[OH2:32]>>[CH:1]([CH3:2])([OH:3])[c:4]1[cH:5][cH:6][c:7](-[c:10]2[cH:11][cH:12][n:13]3[c:14](=[O:29])[c:15]([C:24](=[O:25])[O:26][CH2:27][CH3:28])[cH:16][c:17]([CH:21]4[CH2:22][CH2:23]4)[c:18]3[c:19]2[CH3:20])[cH:8][cH:9]1. Starting materials: CCCCOCCOc1ccc(-c2ccc3c(c2)C=C(C(=O)Nc2ccc(SCCn4cnnc4)cc2)CCN3CCC)cc1, ClCCl, [Na+], [Na+], O=C(OO)c1cccc(Cl)c1, O=S([O-])([O-])=S. Yields the product CCCCOCCOc1ccc(-c2ccc3c(c2)C=C(C(=O)Nc2ccc(S(=O)CCn4cnnc4)cc2)CCN3CCC)cc1. RXN SMILES: [CH2:1]([CH2:2][CH2:3][CH3:4])[O:5][CH2:6][CH2:7][O:8][c:9]1[cH:10][cH:11][c:12](-[c:15]2[cH:16][cH:17][c:18]3[c:19]([cH:45]2)[CH:20]=[C:21]([C:28](=[O:29])[NH:30][c:31]2[cH:32][cH:33][c:34]([S:37][CH2:38][CH2:39][n:40]4[cH:41][n:42][n:43][cH:44]4)[cH:35][cH:36]2)[CH2:22][CH2:23][N:24]3[CH2:25][CH2:26][CH3:27])[cH:13][cH:14]1.[Cl:64][CH2:65][Cl:66].[Na+:62].[Na+:63].[OH:46][O:47][C:48]([c:49]1[cH:50][c:51]([Cl:52])[cH:53][cH:54][cH:55]1)=[O:56].[S:57]([O-:58])([O-:59])(=[O:60])=[S:61]>>[CH2:1]([CH2:2][CH2:3][CH3:4])[O:5][CH2:6][CH2:7][O:8][c:9]1[cH:10][cH:11][c:12](-[c:15]2[cH:16][cH:17][c:18]3[c:19]([cH:45]2)[CH:20]=[C:21]([C:28](=[O:29])[NH:30][c:31]2[cH:32][cH:33][c:34]([S:37]([CH2:38][CH2:39][n:40]4[cH:41][n:42][n:43][cH:44]4)=[O:46])[cH:35][cH:36]2)[CH2:22][CH2:23][N:24]3[CH2:25][CH2:26][CH3:27])[cH:13][cH:14]1.